From a dataset of the Open Reaction Database (ORD), a public repository of structured organic reaction records. describe an organic reaction: reactants, conditions, products, and yield Starting materials: [Al+3], CC(C)=O, CCOCC, Cl, O=C(O)C1CCC(c2ccc(F)cc2)CC1, [H-], [H-], [H-], [H-], [Li+], C1CCOC1, O. Product: OCC1CCC(c2ccc(F)cc2)CC1. RXN SMILES: [Al+3:2].[CH3:23][C:24](=[O:25])[CH3:26].[CH3:28][CH2:29][O:30][CH2:31][CH3:32].[ClH:27].[F:7][c:8]1[cH:9][cH:10][c:11]([CH:14]2[CH2:15][CH2:16][CH:17]([C:20](=[O:21])[OH:22])[CH2:18][CH2:19]2)[cH:12][cH:13]1.[H-:1].[H-:4].[H-:5].[H-:6].[Li+:3].[O:33]1[CH2:34][CH2:35][CH2:36][CH2:37]1.[OH2:38]>>[F:7][c:8]1[cH:9][cH:10][c:11]([CH:14]2[CH2:15][CH2:16][CH:17]([CH2:20][OH:21])[CH2:18][CH2:19]2)[cH:12][cH:13]1. The reactants are FC1(CN(C1)C=1C=CC(=NC1OCCF)C(=O)OC)F (Methyl 5-(3,3-difluoroazetidin-1-yl)-6-(2-fluoroethoxyl)pyridine-2-carboxylate), O.[OH-].[Li+] (lithium hydroxide hydrate). Solvent: O1CCCC1 (tetrahydrofuran), O (water). Product: FC1(CN(C1)C=1C=CC(=NC1OCCF)C(=O)O)F (5-(3,3-Difluoroazetidin-1-yl)-6-(2-fluoroethoxyl)pyridine-2-carboxylic acid). As a reaction SMILES: [F:1][C:2]1([F:20])[CH2:5][N:4]([C:6]2[CH:7]=[CH:8][C:9]([C:16]([O:18]C)=[O:17])=[N:10][C:11]=2[O:12][CH2:13][CH2:14][F:15])[CH2:3]1.O.[OH-].[Li+]>O1CCCC1.O>[F:20][C:2]1([F:1])[CH2:5][N:4]([C:6]2[CH:7]=[CH:8][C:9]([C:16]([OH:18])=[O:17])=[N:10][C:11]=2[O:12][CH2:13][CH2:14][F:15])[CH2:3]1 |f:1.2.3|. Procedure details: A solution of methyl 5-(3,3-difluoroazetidin-1-yl)-6-(2-fluoroethoxyl)pyridine-2-carboxylate (Example 147 b, 73 mg, 252 μmol) and lithium hydroxide hydrate (12.7 mg, 302 μmol) in tetrahydrofuran (500 μL) and water (50.0 μL) was stirred for 12 h at ambient temperature. The reaction mixture was poured onto ice/0.1 N HCl (25 mL) and extracted with EtOAc (2×25 mL). The combined extracts were washed with ice/brine (25 mL), dried over Na2SO4, filtered and evaporated to dryness to give the target compo... The reactants are B, N#Cc1ccc(Br)cc1Cl, C1CCOC1, CSC. Product: NCc1ccc(Br)cc1Cl. Reaction SMILES: [BH3:14].[Br:1][c:2]1[cH:3][c:4]([Cl:10])[c:5]([C:6]#[N:7])[cH:8][cH:9]1.[CH2:15]1[O:16][CH2:17][CH2:18][CH2:19]1.[CH3:11][S:12][CH3:13]>>[Br:1][c:2]1[cH:3][c:4]([Cl:10])[c:5]([CH2:6][NH2:7])[cH:8][cH:9]1.